This data is from the Open Reaction Database (ORD), a public repository of structured organic reaction records. The task is: describe an organic reaction: reactants, conditions, products, and yield The reactants are C(C)(=O)C1=CC=C2CCN(CC2=C1)C (7-acetyl-2-methyl-1,2,3,4-tetrahydroisoquinoline), BrCC(=O)C=1N=CC=2CCCCC2C1 (3-bromoacetyl-5,6,7,8-tetrahydroisoquinoline). Product: BrCC(=O)C1=CC=C2CCN(CC2=C1)C (7-bromoacetyl-2-methyl-1,2,3,4-tetrahydroisoquinoline). As a reaction SMILES: [C:1]([C:4]1[CH:13]=[C:12]2[C:7]([CH2:8][CH2:9][N:10]([CH3:14])[CH2:11]2)=[CH:6][CH:5]=1)(=[O:3])[CH3:2].[Br:15]CC(C1N=CC2CCCCC=2C=1)=O>>[Br:15][CH2:2][C:1]([C:4]1[CH:13]=[C:12]2[C:7]([CH2:8][CH2:9][N:10]([CH3:14])[CH2:11]2)=[CH:6][CH:5]=1)=[O:3]. Procedure: *7-bromoacetyl-2-methyl-1,2,3,4-tetrahydroisoquinoline was prepared from 7-acetyl-2-methyl-1,2,3,4-tetrahydroisoquinoline (P.Charpentier et al., Tetrahedron, 1996, 52, 10441) according to the procedure for preparing 3-bromoacetyl-5,6,7,8-tetrahydroisoquinoline described in Example 1. The reactants are CCN(C(C)C)C(C)C, C1CCOC1, CCN=C=NCCCN(C)C, O=C(O)c1ccc(OCc2c(-c3ccc(Cl)cc3)noc2CO)nc1, Cl, CC(C)(N)CO, O, On1nnc2ccccc21. Yields the product CC(C)(CO)NC(=O)c1ccc(OCc2c(-c3ccc(Cl)cc3)noc2CO)nc1. RXN SMILES: [CH2:43]([N:44]([CH:45]([CH3:46])[CH3:47])[CH:48]([CH3:49])[CH3:50])[CH3:51].[CH2:64]1[O:65][CH2:66][CH2:67][CH2:68]1.[CH3:53][N:54]([CH3:55])[CH2:56][CH2:57][CH2:58][N:59]=[C:60]=[N:61][CH2:62][CH3:63].[Cl:1][c:2]1[cH:3][cH:4][c:5](-[c:8]2[n:9][o:10][c:11]([CH2:24][OH:25])[c:12]2[CH2:13][O:14][c:15]2[n:16][cH:17][c:18]([C:19](=[O:20])[OH:21])[cH:22][cH:23]2)[cH:6][cH:7]1.[ClH:52].[NH2:26][C:27]([CH2:28][OH:29])([CH3:30])[CH3:31].[OH2:32].[OH:33][n:34]1[c:35]2[cH:36][cH:37][cH:38][cH:39][c:40]2[n:41][n:42]1>>[Cl:1][c:2]1[cH:3][cH:4][c:5](-[c:8]2[n:9][o:10][c:11]([CH2:24][OH:25])[c:12]2[CH2:13][O:14][c:15]2[n:16][cH:17][c:18]([C:19](=[O:20])[NH:26][C:27]([CH2:28][OH:29])([CH3:30])[CH3:31])[cH:22][cH:23]2)[cH:6][cH:7]1. Reactants: O=C1NC(=O)c2c(CCCCCCCCBr)cccc21, C1CCNC1, CCOCC. Yields the product O=C1NC(=O)c2c(CCCCCCCCN3CCCC3)cccc21. RXN SMILES: [Br:1][CH2:2][CH2:3][CH2:4][CH2:5][CH2:6][CH2:7][CH2:8][CH2:9][c:10]1[c:11]2[c:12]([cH:18][cH:19][cH:20]1)[C:13](=[O:14])[NH:15][C:16]2=[O:17].[CH2:21]1[CH2:22][CH2:23][NH:24][CH2:25]1.[CH2:26]([O:27][CH2:28][CH3:29])[CH3:30]>>[CH2:2]([CH2:3][CH2:4][CH2:5][CH2:6][CH2:7][CH2:8][CH2:9][c:10]1[c:11]2[c:12]([cH:18][cH:19][cH:20]1)[C:13](=[O:14])[NH:15][C:16]2=[O:17])[N:24]1[CH2:23][CH2:22][CH2:21][CH2:25]1. Starting materials: O=C([O-])[O-], CC1(C)CC(C)(C)c2cc(C#C[Si](C)(C)C)ccc2O1, CC1(C)CC(C)(C)c2cc(C#C[Si](C)(C)C)cc(C=O)c2O1, CO, [K+], [K+]. Yields the product C#Cc1cc(C=O)c2c(c1)C(C)(C)CC(C)(C)O2. Reaction SMILES: [C:43](=[O:44])([O-:45])[O-:46].[CH3:1][Si:2]([C:3]#[C:4][c:5]1[cH:6][c:7]2[c:8]([cH:9][cH:10]1)[O:11][C:12]([CH3:13])([CH3:14])[CH2:15][C:16]2([CH3:17])[CH3:18])([CH3:19])[CH3:20].[CH3:21][Si:22]([CH3:23])([CH3:24])[C:25]#[C:26][c:27]1[cH:28][c:29]2[c:34]([c:35]([CH:37]=[O:38])[cH:36]1)[O:33][C:32]([CH3:39])([CH3:40])[CH2:31][C:30]2([CH3:41])[CH3:42].[CH3:49][OH:50].[K+:47].[K+:48]>>[CH:25]#[C:26][c:27]1[cH:28][c:29]2[c:34]([c:35]([CH:37]=[O:38])[cH:36]1)[O:33][C:32]([CH3:39])([CH3:40])[CH2:31][C:30]2([CH3:41])[CH3:42]. Starting materials: Cl, O=C(O)C1CCOC1, NC1CCC(CCN2CCC(c3cccc4c3OCO4)CC2)CC1. The product is O=C(NC1CCC(CCN2CCC(c3cccc4c3OCO4)CC2)CC1)C1CCOC1. Reaction SMILES: [ClH:1].[O:26]1[CH2:27][CH:28]([C:31](=[O:32])[OH:33])[CH2:29][CH2:30]1.[O:2]1[CH2:3][O:4][c:5]2[c:6]1[cH:7][cH:8][cH:9][c:10]2[CH:11]1[CH2:12][CH2:13][N:14]([CH2:17][CH2:18][CH:19]2[CH2:20][CH2:21][CH:22]([NH2:25])[CH2:23][CH2:24]2)[CH2:15][CH2:16]1>>[O:2]1[CH2:3][O:4][c:5]2[c:6]1[cH:7][cH:8][cH:9][c:10]2[CH:11]1[CH2:12][CH2:13][N:14]([CH2:17][CH2:18][CH:19]2[CH2:20][CH2:21][CH:22]([NH:25][C:31]([CH:28]3[CH2:27][O:26][CH2:30][CH2:29]3)=[O:32])[CH2:23][CH2:24]2)[CH2:15][CH2:16]1. Starting materials: C1=CN(C=N1)C(=O)N2C=CN=C2 (N,N-carbonyldiimidazole), [Cl-].[Na+] (sodium chloride), ClC1=CC(=C(C=C1)NC(=O)NC=1N=C(N(C1)CC1=CC=C(C=C1)C(F)(F)F)C(=O)O)C (4-({[(4-chloro-2-methylphenyl)amino]carbonyl}amino)-1-[4-(trifluoromethyl)benzyl]-1H-imidazole-2-carboxylic acid), NCCO (2-aminoethanol). Solvent: CN(C)C=O (DMF), O (water). Conditions: time 1.5 hour. The product is ClC1=CC(=C(C=C1)NC(=O)NC=1N=C(N(C1)CC1=CC=C(C=C1)C(F)(F)F)C(=O)NCCO)C (4-({[(4-Chloro-2-methylphenyl)amino]carbonyl}amino)-N-(2-hydroxyethyl)-1-[4-(trifluoromethyl)benzyl]-1H-imidazole-2-carboxamide). RXN SMILES: [Cl:1][C:2]1[CH:7]=[CH:6][C:5]([NH:8][C:9]([NH:11][C:12]2[N:13]=[C:14]([C:28]([OH:30])=O)[N:15]([CH2:17][C:18]3[CH:23]=[CH:22][C:21]([C:24]([F:27])([F:26])[F:25])=[CH:20][CH:19]=3)[CH:16]=2)=[O:10])=[C:4]([CH3:31])[CH:3]=1.C1N=CN(C(N2C=NC=C2)=O)C=1.[NH2:44][CH2:45][CH2:46][OH:47].[Cl-].[Na+]>CN(C=O)C.O>[Cl:1][C:2]1[CH:7]=[CH:6][C:5]([NH:8][C:9]([NH:11][C:12]2[N:13]=[C:14]([C:28]([NH:44][CH2:45][CH2:46][OH:47])=[O:30])[N:15]([CH2:17][C:18]3[CH:23]=[CH:22][C:21]([C:24]([F:26])([F:27])[F:25])=[CH:20][CH:19]=3)[CH:16]=2)=[O:10])=[C:4]([CH3:31])[CH:3]=1 |f:3.4|. Reported procedure: 1.81 g (4 mmol) of 4-({[(4-chloro-2-methylphenyl)amino]carbonyl}amino)-1-[4-(trifluoromethyl)benzyl]-1H-imidazole-2-carboxylic acid (Example 20A) are dissolved in 16 ml of absolute DMF, and 1.94 g (12 mmol) of N,N-carbonyldiimidazole are added. The reaction mixture is stirred at RT for 1.5 h and, after addition of 144 μl of water, stirred at RT for 10 min. Then 366 mg (6 mmol) of 2-aminoethanol are added, and the mixture is stirred at RT for 1 h. The reaction mixture is mixed with saturated sodi... Reactants: FC=1C(=NC=CC1)[C@H](C)SC=1N=C(C2=C(N1)N=C(S2)OC)N[C@@H](CO)CC(C)C ((2R)-2-[(5-{[(1S)-1-(3-fluoropyridin-2-yl)ethyl]thio}-2-methoxy[1,3]thiazolo[4,5-d]pyrimidin-7-yl)amino]-4-methylpentan-1-ol). Solvent: [Cl-].[Na+].O (brine). Run at temperature 50 celsius. Product: FC=1C(=NC=CC1)[C@H](C)SC=1N=C(C2=C(N1)NC(S2)=O)N[C@H](CC(C)C)CO (5-{[(1S)-1-(3-Fluoropyridin-2-yl)ethyl]thio}-7-{[(1R)-1-(hydroxymethyl)-3-methylbutyl]amino}[1,3]thiazolo[4,5-d]pyrimidin-2(3H)-one). As a reaction SMILES: [F:1][C:2]1[C:3]([C@@H:8]([S:10][C:11]2[N:12]=[C:13]([NH:22][C@H:23]([CH2:26][CH:27]([CH3:29])[CH3:28])[CH2:24][OH:25])[C:14]3[S:19][C:18]([O:20]C)=[N:17][C:15]=3[N:16]=2)[CH3:9])=[N:4][CH:5]=[CH:6][CH:7]=1>[Cl-].[Na+].O>[F:1][C:2]1[C:3]([C@@H:8]([S:10][C:11]2[N:12]=[C:13]([NH:22][C@@H:23]([CH2:24][OH:25])[CH2:26][CH:27]([CH3:28])[CH3:29])[C:14]3[S:19][C:18](=[O:20])[NH:17][C:15]=3[N:16]=2)[CH3:9])=[N:4][CH:5]=[CH:6][CH:7]=1 |f:1.2.3|. Reported procedure: The title compound was prepared from (2R)-2-[(5-{[(1S)-1-(3-fluoropyridin-2-yl)ethyl]thio}-2-methoxy[1,3]thiazolo[4,5-d]pyrimidin-7-yl)amino]-4-methylpentan-1-ol using General method D, except that the reaction mixture was heated to 50° C. for 1.5 h. After complete reaction the reaction mixture was diluted with brine and extracted with DCM (three times). The combined organic extracts were dried over magnesium sulphate and concentrated in vacuo. The product was purified by flash column chromatogr...